This data is from the Open Reaction Database (ORD), a public repository of structured organic reaction records. The task is: describe an organic reaction: reactants, conditions, products, and yield Run in C(C)OCC (diethyl ether), C(C)OCC (diethyl ether). The reagents and catalysts are [Zn] (zinc). Procedure details: 3-Cyano-1-(2,2-dichloro-4-trifluoromethylphenyl)-4-vinylpyrazole (5.00 g, 15.06 mmol, WO97/07102-A1) was dissolved in anhydrous diethyl ether (50 ml) in a dry, nitrogen-flushed flask. Activated zinc (2.97 g, 45.8 mmol) was added and the suspension was vigorously stirred. A mixture of trichloroacetyl chloride (3.57 ml, 37.65 mmol) and phosphorus oxychloride (4.1 ml, 37.65 mmol) in diethyl ether (20 ml) was added dropwise at room temperature via a pressure-equalising dropping funnel over a period ... Product: C(#N)C1=NN(C=C1C1C(C(C1)=O)(Cl)Cl)C1=C(C=C(C=C1Cl)C(F)(F)F)Cl (3-Cyano-4-(2,2-dichloro-3-oxocyclobutyl)-1-(2,6-dichloro-4-trifluoromethylphenyl)pyrazole). The reactants are ClC(C(=O)Cl)(Cl)Cl (trichloroacetyl chloride), P(=O)(Cl)(Cl)Cl (phosphorus oxychloride), C(#N)C1=NN(C=C1C=C)C1C(C=C(C=C1)C(F)(F)F)(Cl)Cl (3-Cyano-1-(2,2-dichloro-4-trifluoromethylphenyl)-4-vinylpyrazole). Isolated yield 57.0%. RXN SMILES: [C:1]([C:3]1[C:7]([CH:8]=[CH2:9])=[CH:6][N:5]([CH:10]2[CH:15]=[CH:14][C:13]([C:16]([F:19])([F:18])[F:17])=[CH:12][C:11]2(Cl)[Cl:20])[N:4]=1)#[N:2].[Cl:22][C:23](Cl)([Cl:27])[C:24](Cl)=[O:25].P(Cl)(Cl)([Cl:31])=O>C(OCC)C.[Zn]>[C:1]([C:3]1[C:7]([CH:8]2[CH2:9][C:24](=[O:25])[C:23]2([Cl:27])[Cl:22])=[CH:6][N:5]([C:10]2[C:15]([Cl:31])=[CH:14][C:13]([C:16]([F:18])([F:19])[F:17])=[CH:12][C:11]=2[Cl:20])[N:4]=1)#[N:2]. Starting materials: O[C@@H]1C[C@H](NC1)C(=O)O (trans-4-hydroxy-L-proline), C(C)(=O)Cl (acetylchloride), S(=O)(Cl)Cl (thionyl chloride). The solvent is CO (methanol). Run at time 4 hour. Yields the product Cl.O[C@@H]1C[C@H](NC1)C(=O)OC ((2S,4R)-4-hydroxy-2-methoxycarbonylpyrrolidine hydrochloride). Yield: 88.2%. RXN SMILES: [OH:1][C@H:2]1[CH2:6][NH:5][C@H:4]([C:7]([OH:9])=[O:8])[CH2:3]1.[C:10]([Cl:13])(=O)C.S(Cl)(Cl)=O>CO>[ClH:13].[OH:1][C@H:2]1[CH2:6][NH:5][C@H:4]([C:7]([O:9][CH3:10])=[O:8])[CH2:3]1 |f:4.5|. Procedure: To a suspension of trans-4-hydroxy-L-proline (200 g: 1.525 mole) in methanol (800 ml), acetylchloride (163 ml: 2.288 mole) is added dropwise under ice cooling in a nitrogen atmosphere. The mixture is warmed to room temperature, mixed with thionyl chloride (55.7 ml: 0.763 mole), and stirred for 4 hours at 40° C. to give (2S,4R)-4-hydroxy-2-methoxycarbonylpyrrolidine hydrochloride (244.27 g). Yield: 88%. Colorless crystals. NMR δ(D2O) ppm: 1.8 to 2.0(m, 1H), 2.0 to 2.2(m, 1H), 2.9 to 3.1(m, 1H), 3... Reactants: ice, COC=1C=C(C=CC1)SC1=C(C(=O)O)C=CC=C1 (2-(3-methoxyphenylthio)benzoic acid), C(C)(=O)OC(C)=O (acetic anhydride), CS(=O)(=O)O (methanesulfonic acid). Product: COC=1C=CC=2C(C3=CC=CC=C3SC2C1)=O (3-methoxythioxanthen-9-one). Reaction SMILES: [CH3:1][O:2][C:3]1[CH:4]=[C:5]([S:9][C:10]2[CH:18]=[CH:17][CH:16]=[CH:15][C:11]=2[C:12]([OH:14])=O)[CH:6]=[CH:7][CH:8]=1.C(OC(=O)C)(=O)C.CS(O)(=O)=O>>[CH3:1][O:2][C:3]1[CH:8]=[CH:7][C:6]2[C:12](=[O:14])[C:11]3[C:10]([S:9][C:5]=2[CH:4]=1)=[CH:18][CH:17]=[CH:16][CH:15]=3. Procedure details: Finally, 3-methoxythioxanthen-9-one (S-18) was prepared. To a mixture of 2-(3-methoxyphenylthio)benzoic acid (4.60 g, 18 mmol) and 27 g (265 mmol) of acetic anhydride was added dropwise 1.70 g (18 mmol) of methanesulfonic acid. The mixture was heated at reflux for 2 h, cooled to ambient, and poured very slowly onto 250 g of ice. The crude product was extracted with dichloromethane, and the extract was washed with 10% aqueous NaHCO3 and then with brine. The solution was dried (MgSO4), passed thro... Starting materials: CC(C)[Mg+], [Cl-], [Cl-], ClCCl, [NH4+], Oc1ccc2c(c1)CCCO2, C1CCOC1, O=C1C(=O)N(C(c2ccccc2)c2ccccc2)c2ccccc21. The product is O=C1N(C(c2ccccc2)c2ccccc2)c2ccccc2C1(O)c1cc2c(cc1O)CCCO2. RXN SMILES: [CH:13]([Mg+:14])([CH3:15])[CH3:16].[Cl-:12].[Cl-:41].[Cl:43][CH2:44][Cl:45].[NH4+:42].[O:1]1[CH2:2][CH2:3][CH2:4][c:5]2[cH:6][c:7]([OH:11])[cH:8][cH:9][c:10]21.[O:46]1[CH2:47][CH2:48][CH2:49][CH2:50]1.[c:17]1([CH:23]([N:24]2[C:25](=[O:34])[C:26](=[O:33])[c:27]3[cH:28][cH:29][cH:30][cH:31][c:32]32)[c:35]2[cH:36][cH:37][cH:38][cH:39][cH:40]2)[cH:18][cH:19][cH:20][cH:21][cH:22]1>>[O:1]1[CH2:2][CH2:3][CH2:4][c:5]2[cH:6][c:7]([OH:11])[c:8]([C:26]3([OH:33])[C:25](=[O:34])[N:24]([CH:23]([c:17]4[cH:18][cH:19][cH:20][cH:21][cH:22]4)[c:35]4[cH:36][cH:37][cH:38][cH:39][cH:40]4)[c:32]4[c:27]3[cH:28][cH:29][cH:30][cH:31]4)[cH:9][c:10]21. Reactants: C(C1=CC=CC=C1)(=O)Cl (benzoyl chloride), [S-]C#N.[NH4+] (ammonium thiocyanate), COC(C1=C(C=C(C=C1)N)Cl)=O (4-amino-2-chlorobenzoic acid methyl ester), C(C1=CC=CC=C1)(=O)SC#N (Benzoyl thiocyanate). The solvent is CC(=O)C (acetone), CC#N (CH3CN). The product is COC(C1=C(C=C(C=C1)NC(=S)NC(C1=CC=CC=C1)=O)Cl)=O (2-chloro-4-(3-benzoylthioureido)benzoic acid methyl ester). Reaction SMILES: [C:1](SC#N)(=[O:8])[C:2]1[CH:7]=[CH:6][CH:5]=[CH:4][CH:3]=1.C(Cl)(=O)C1C=CC=CC=1.[S-:21][C:22]#[N:23].[NH4+].[CH3:25][O:26][C:27](=[O:36])[C:28]1[CH:33]=[CH:32][C:31]([NH2:34])=[CH:30][C:29]=1[Cl:35]>CC(C)=O.CC#N>[CH3:25][O:26][C:27](=[O:36])[C:28]1[CH:33]=[CH:32][C:31]([NH:34][C:22]([NH:23][C:1](=[O:8])[C:2]2[CH:3]=[CH:4][CH:5]=[CH:6][CH:7]=2)=[S:21])=[CH:30][C:29]=1[Cl:35] |f:2.3|. Procedure: Benzoyl thiocyanate was generated by refluxing a solution of benzoyl chloride (0.31 mL) and ammonium thiocyanate (0.20 g) in acetone (15 mL) for 30 min. To this solution was added a solution of 4-amino-2-chlorobenzoic acid methyl ester (0.5 g) in CH3CN (10 mL) and the mixture was refluxed for 5 h. The solvent was removed and the residue was partitioned between CH2Cl2 and water. The organic layer was separated, washed with brine, dried and evaporated. The residue was purified by column chromatogr...